Dataset: the Open Reaction Database (ORD), a public repository of structured organic reaction records. Task: describe an organic reaction: reactants, conditions, products, and yield The reactants are N(=NC(=O)OCC)C(=O)OCC (diethyl azodicarboxylate), C1(=CC=CC2=CC=CC=C12)O (1-naphthol), C(C1=CC=CC=C1)O[C@@H](C)[C@@H](CCO)N1C=NC(=C1)C(=O)N (1-[(2S,3R)-2-benzyloxy-5-hydroxy-3-pentyl]imidazole-4-carboxamide), C1(=CC=CC=C1)P(C1=CC=CC=C1)C1=CC=CC=C1 (triphenylphosphine). The solvent is O1CCCC1 (tetrahydrofuran). Conditions: time 8 hour. The product is C(C1=CC=CC=C1)O[C@@H](C)[C@@H](CCOC1=CC=CC2=CC=CC=C12)N1C=NC(=C1)C(=O)N (1-[(2S,3R)-2-benzyloxy-5-(1-naphthyloxy)-3-pentyl]imidazole-4-carboxamide). Isolated yield 50.4%. Reaction SMILES: [C:1]1([OH:11])[C:10]2[C:5](=[CH:6][CH:7]=[CH:8][CH:9]=2)[CH:4]=[CH:3][CH:2]=1.[CH2:12]([O:19][C@H:20]([C@H:22]([N:26]1[CH:30]=[C:29]([C:31]([NH2:33])=[O:32])[N:28]=[CH:27]1)[CH2:23][CH2:24]O)[CH3:21])[C:13]1[CH:18]=[CH:17][CH:16]=[CH:15][CH:14]=1.C1(P(C2C=CC=CC=2)C2C=CC=CC=2)C=CC=CC=1.N(C(OCC)=O)=NC(OCC)=O>O1CCCC1>[CH2:12]([O:19][C@H:20]([C@H:22]([N:26]1[CH:30]=[C:29]([C:31]([NH2:33])=[O:32])[N:28]=[CH:27]1)[CH2:23][CH2:24][O:11][C:1]1[C:10]2[C:5](=[CH:6][CH:7]=[CH:8][CH:9]=2)[CH:4]=[CH:3][CH:2]=1)[CH3:21])[C:13]1[CH:18]=[CH:17][CH:16]=[CH:15][CH:14]=1. Procedure details: To a stirred mixture of 1-naphthol (48.5 mg, 0.336 mmol), 1-[(2S,3R)-2-benzyloxy-5-hydroxy-3-pentyl]imidazole-4-carboxamide (85 mg, 0.280 mmol), and triphenylphosphine (88.2 mg, 0.336 mmol) in tetrahydrofuran (5 ml) was added dropwise diethyl azodicarboxylate (58.6 mg, 0.336 mmol) at ice-bath temperature. After the mixture was stirred overnight at room temperature, the solvent was removed in vacuo. The residue was purified by silica gel (10 g) chromatography eluting with chloroform/methanol (40:... Starting materials: CN(C)C1=NC(=NC(=N1)N(C)C)N(C)C (Hemel), O (water), O (water), Sepharose, N[C@@H](CCSC)C=O (Metal). The reagents and catalysts are [Ni](Cl)Cl (nickel chloride), [Cl-].[Zn+2].[Cl-] (zinc chloride), S(=O)(=O)([O-])[O-].[Cu+2] (copper sulphate). The product is C1=C(NC=N1)CC(=O)O (IMAC). RXN SMILES: [CH3:1][N:2]([C:4]1N=C(N(C)C)N=[C:6](N(C)C)[N:5]=1)C.N[C@H:17]([CH:22]=[O:23])CCSC.[OH2:24]>S([O-])([O-])(=O)=O.[Cu+2].[Cl-].[Zn+2].[Cl-].[Ni](Cl)Cl>[CH:1]1[N:2]=[CH:4][NH:5][C:6]=1[CH2:17][C:22]([OH:23])=[O:24] |f:3.4,5.6.7|. Reported procedure: A 10/2.5 cm Econocolumn (Bic-Rad, Hemel Hempsted, UK) was packed with 40 ml chelating Sepharose fast flow (Pharmacia Biotech, St Albans, UK) and equilibrated under gravity with 100 ml water. Metal ions (100 ml) were loaded as 0.1M copper sulphate, zinc chloride or nickel chloride (Sigma) in water and washed through with the same volume of equilibrium buffer (PBS/1M NaCl). NaCl was added to the concentrated dialysed supernatant to a final concentration of 1M to prevent leaching of metal ions from... The reactants are C(C)OP(OCC)(=O)CC1=C(C=CC(=C1)CC1=CC=C(C=C1)CC)OCC1=CC=CC=C1 ([2-benzyloxy-5-(4-ethylbenzyl)benzyl]phosphonic acid diethylester). The reagents and catalysts are [Pd] (Pd—C). Run in CO (methanol). Reaction conditions: time 5 hour. Yields the product C(C)OP(OCC)(=O)CC1=C(C=CC(=C1)CC1=CC=C(C=C1)CC)O ([5-(4-Ethylbenzyl)-2-hydroxybenzyl]phosphonic acid diethylester). Isolated yield 97.0%. RXN SMILES: [CH2:1]([O:3][P:4]([CH2:9][C:10]1[CH:15]=[C:14]([CH2:16][C:17]2[CH:22]=[CH:21][C:20]([CH2:23][CH3:24])=[CH:19][CH:18]=2)[CH:13]=[CH:12][C:11]=1[O:25]CC1C=CC=CC=1)(=[O:8])[O:5][CH2:6][CH3:7])[CH3:2]>CO.[Pd]>[CH2:6]([O:5][P:4]([CH2:9][C:10]1[CH:15]=[C:14]([CH2:16][C:17]2[CH:22]=[CH:21][C:20]([CH2:23][CH3:24])=[CH:19][CH:18]=2)[CH:13]=[CH:12][C:11]=1[OH:25])(=[O:8])[O:3][CH2:1][CH3:2])[CH3:7]. Procedure: To a solution of [2-benzyloxy-5-(4-ethylbenzyl)benzyl]phosphonic acid diethylester (1.03 g) in methanol (10.0 mL) was added 5% Pd—C (0.10 g), and the reaction mixture was stirred for 5 hr at room temperature under hydrogen gas atmosphere. After filtration and evaporation, the residue was purified by silica gel column chromatography (ethyl acetate/n-hexane=2/3) to give the title compound (0.80 g) as a colorless oil.